This data is from the Open Reaction Database (ORD), a public repository of structured organic reaction records. The task is: describe an organic reaction: reactants, conditions, products, and yield The reactants are NC=1C(=NC(=C(C1C(=O)OCC)C(=O)OCC)F)C1=CC=CC=C1 (3-amino-6-fluoro-4,5-diethoxycarbonyl-2-phenylpyridine), O.NN (hydrazine monohydrate). Run in C(C)O (ethanol). Conditions: time 4 hour. Yields the product NC1=C(N=C(C=2C(NNC(C21)=O)=O)F)C2=CC=CC=C2 (8-Amino-5-fluoro-7-phenylpyrido[3,4-d]pyridazine-1,4(2H,3H)dione). Reaction SMILES: [NH2:1][C:2]1[C:3]([C:19]2[CH:24]=[CH:23][CH:22]=[CH:21][CH:20]=2)=[N:4][C:5]([F:18])=[C:6]([C:13](OCC)=[O:14])[C:7]=1[C:8](OCC)=[O:9].O.[NH2:26][NH2:27]>C(O)C>[NH2:1][C:2]1[C:7]2[C:8](=[O:9])[NH:27][NH:26][C:13](=[O:14])[C:6]=2[C:5]([F:18])=[N:4][C:3]=1[C:19]1[CH:24]=[CH:23][CH:22]=[CH:21][CH:20]=1 |f:1.2|. Procedure details: In 1 ml of ethanol was dissolved 90 mg of 3-amino-6-fluoro-4,5-diethoxycarbonyl-2-phenylpyridine, followed by addition of 2 ml of hydrazine monohydrate. The mixture was stirred at room temperature for 4 hours. After the solvent was distilled off, the resulting crystals were collected by filtration with ethanol. Water was added to the crystals, and the mixture was neutralized with 1N hydrochloric acid, followed by collection by filtration. A methanol solution of the crystals was mixed with silica... Reactants: CC(C)(C)OC(=O)N1CCCC1COc1ccc(Oc2ccccc2)cc1, Cl, C1COCCO1. The product is c1ccc(Oc2ccc(OCC3CCCN3)cc2)cc1. RXN SMILES: [C:1]([O:2][C:3](=[O:4])[N:8]1[CH:9]([CH2:13][O:14][c:15]2[cH:16][cH:17][c:18]([O:21][c:22]3[cH:23][cH:24][cH:25][cH:26][cH:27]3)[cH:19][cH:20]2)[CH2:10][CH2:11][CH2:12]1)([CH3:5])([CH3:6])[CH3:7].[ClH:28].[O:29]1[CH2:30][CH2:31][O:32][CH2:33][CH2:34]1>>[NH:8]1[CH:9]([CH2:13][O:14][c:15]2[cH:16][cH:17][c:18]([O:21][c:22]3[cH:23][cH:24][cH:25][cH:26][cH:27]3)[cH:19][cH:20]2)[CH2:10][CH2:11][CH2:12]1. Starting materials: BrC=1C=C(C=CC1)N1C=NC(=C1)C(=O)C1=CC=CC=C1 ([1-(3-Bromo-phenyl)-1H-imidazol-4-yl]-phenyl-methanone), C1(=CC=CC=C1)B(O)O (phenylboronic acid), C(=O)([O-])[O-].[Na+].[Na+] (Na2CO3). Reagents/catalysts: Cl[Pd]([P](C1=CC=CC=C1)(C2=CC=CC=C2)C3=CC=CC=C3)([P](C4=CC=CC=C4)(C5=CC=CC=C5)C6=CC=CC=C6)Cl (Pd(PPh3)2Cl2). Run in COCCOC.O (DME H2O). Conditions: temperature 70 celsius. Yields the product C1(=CC(=CC=C1)N1C=NC(=C1)C(=O)C1=CC=CC=C1)C1=CC=CC=C1 ((1-Biphenyl-3-yl-1H-imidazol-4-yl)-phenyl-methanone). RXN SMILES: Br[C:2]1[CH:3]=[C:4]([N:8]2[CH:12]=[C:11]([C:13]([C:15]3[CH:20]=[CH:19][CH:18]=[CH:17][CH:16]=3)=[O:14])[N:10]=[CH:9]2)[CH:5]=[CH:6][CH:7]=1.[C:21]1(B(O)O)[CH:26]=[CH:25][CH:24]=[CH:23][CH:22]=1.C([O-])([O-])=O.[Na+].[Na+]>COCCOC.O.Cl[Pd](Cl)([P](C1C=CC=CC=1)(C1C=CC=CC=1)C1C=CC=CC=1)[P](C1C=CC=CC=1)(C1C=CC=CC=1)C1C=CC=CC=1>[C:2]1([C:21]2[CH:26]=[CH:25][CH:24]=[CH:23][CH:22]=2)[CH:7]=[CH:6][CH:5]=[C:4]([N:8]2[CH:12]=[C:11]([C:13]([C:15]3[CH:20]=[CH:19][CH:18]=[CH:17][CH:16]=3)=[O:14])[N:10]=[CH:9]2)[CH:3]=1 |f:2.3.4,5.6,^1:45,64|. Procedure details: A solution of 7 (250 mg, 0.76 mmol), phenylboronic acid (102 mg, 0.84 mmol) and Na2CO3 (244 mg, 2.3 mmol) in DME/H2O 4:1 (10 mL) was thoroughly purged with argon, after which Pd(PPh3)2Cl2 (36 mg; 0.05 mmol) was added and the mixture was heated to 70° C. for 21 h. The solvents were removed in vacuo and the residue was purified by column chromatography (1 to 5% methanol in CH2Cl2 to give 100 mg (41%) pure 8. HRMS (ESI+): m/z=324.3814 [M+H] The reactants are NC(CC(=O)[O-])C(=O)[O-], N, [NH4+], [NH4+]. Product: O=C(O)C=CC(=O)O, N, [NH4+]. Reaction SMILES: [NH2:2][CH:3]([CH2:4][C:5](=[O:6])[O-:7])[C:8](=[O:9])[O-:10].[NH3:1].[NH4+:11].[NH4+:12]>>[CH:3](=[CH:4][C:5](=[O:6])[OH:7])[C:8](=[O:9])[OH:10].[NH3:1].[NH4+:2].